Dataset: the Open Reaction Database (ORD), a public repository of structured organic reaction records. Task: describe an organic reaction: reactants, conditions, products, and yield Reactants: C(C)O (ethanol), C(=S)=S (carbon disulfide), CC1=CC=C(CON=C(N)C=2N=CN(C2N)[C@H]2[C@H](O)[C@H](O)[C@H](O2)CO)C=C1 (5-amino-1-β-D-ribofuranosylimidazole-4-carboxamide O-(p-methylbenzyl)-oxime). Run in aqueous solution. Product: C1=NC2=C(NC(=S)N=C2N1[C@H]3[C@@H]([C@@H]([C@H](O3)CO)O)O)N (2-thioadenosine). Yield: 76.0%. Reaction SMILES: CC1C=CC(CO[N:8]=[C:9]([C:11]2[N:12]=[CH:13][N:14]([C@@H:17]3[O:23][C@H:22]([CH2:24][OH:25])[C@@H:20]([OH:21])[C@H:18]3[OH:19])[C:15]=2[NH2:16])[NH2:10])=CC=1.C(O)C.[C:31](=S)=[S:32]>>[CH:13]1[N:14]([C@@H:17]2[O:23][C@H:22]([CH2:24][OH:25])[C@@H:20]([OH:21])[C@H:18]2[OH:19])[C:15]2[C:11](=[C:9]([NH2:10])[NH:8][C:31]([N:16]=2)=[S:32])[N:12]=1. Procedure details: 0.45 g of 5-amino-1-β-D-ribofuranosylimidazole-4-carboxamide O-(p-methylbenzyl)-oxime was dissolved in 8 ml of an aqueous solution containing 1 ml of ethanol, and 2 ml of carbon disulfide was added to the solution. The resulting mixture was allowed to react in an autoclave at 130° C for 5 hours under autogenous pressure (about 10 Kg/cm2), and the reaction product was worked up in the same manner as described in Example 1 to obtain 0.288 g of 2-thioadenosine having a melting point of 198° C (with... Starting materials: ClCCl, C=CC(COS(=O)(=O)c1ccc(C)cc1)Oc1c(C=CC)ccc(F)c1-c1ccc(Cl)cc1C. Product: Cc1ccc(S(=O)(=O)OCC2C=Cc3ccc(F)c(-c4ccc(Cl)cc4C)c3O2)cc1. RXN SMILES: [CH2:35]([Cl:36])[Cl:37].[CH3:1][c:2]1[cH:3][cH:4][c:5]([S:8](=[O:9])(=[O:10])[O:11][CH2:12][CH:13]([CH:14]=[CH2:25])[O:16][c:17]2[c:18](-[c:27]3[c:28]([CH3:34])[cH:29][c:30]([Cl:33])[cH:31][cH:32]3)[c:19]([F:26])[cH:20][cH:21][c:22]2[CH:23]=[CH:15][CH3:24])[cH:6][cH:7]1>>[CH3:1][c:2]1[cH:3][cH:4][c:5]([S:8](=[O:9])(=[O:10])[O:11][CH2:12][CH:13]2[CH:14]=[CH:23][c:22]3[c:17]([c:18](-[c:27]4[c:28]([CH3:34])[cH:29][c:30]([Cl:33])[cH:31][cH:32]4)[c:19]([F:26])[cH:20][cH:21]3)[O:16]2)[cH:6][cH:7]1. The reactants are C(C1=CC=CC=C1)=O (benzaldehyde), CC(C)(C#C)O (2-methyl-3-butyn-2-ol), C(C1=CC=CC=C1)(=O)O (benzoic acid), C(C1=CC=CC=C1)(=O)O (benzoic acid), C(C1=CC=CC=C1)=NC=1C=C(C=CC1)Br (N-benzylidene 3-aminophenylbromide). Reagents/catalysts: [Cu]I (CuI). Product: CC(O)C.NC#CC1=CC=CC=C1 (aminophenylacetylene dimethylcarbinol). Reaction SMILES: [CH:1](=O)[C:2]1[CH:7]=[CH:6][CH:5]=[CH:4][CH:3]=1.C(O)(=O)C1C=CC=CC=1.[CH:18](=[N:25]C1C=C(Br)C=CC=1)C1C=CC=CC=1.[CH3:33][C:34]([OH:38])(C#C)[CH3:35]>[Cu]I>[CH3:33][CH:34]([CH3:35])[OH:38].[NH2:25][C:18]#[C:1][C:2]1[CH:7]=[CH:6][CH:5]=[CH:4][CH:3]=1 |f:5.6|. Procedure: The procedure was the same as in Example 2 using benzaldehyde free of benzoic acid, through the steps intended for the ex situ formation of the N-benzylidene 3-aminophenylbromide and the catalyzed reaction with 2-methyl-3-butyn-2-ol, with the exception that no benzoic acid was added. Upon the addition of the CuI, an apparent precipitation of Pd was observed (not seen in the procedure of Example 2). After several hours of reflux no reaction to form an aminophenylacetylene dimethylcarbinol, with o...